This data is from the Open Reaction Database (ORD), a public repository of structured organic reaction records. The task is: describe an organic reaction: reactants, conditions, products, and yield The reactants are ClC1=C2C=CNC2=CC=C1 (4-chloroindole), C(#N)[BH3-].[Na+] (sodium cyanoborohydride). The solvent is O (water), C(C)(=O)O (Acetic Acid). Reaction conditions: temperature 12 celsius, time 2 hour. Yields the product ClC1=C2CCNC2=CC=C1 (4-chloro-2,3-dihydro-1H-indole). Isolated yield 78.9%. As a reaction SMILES: [Cl:1][C:2]1[CH:10]=[CH:9][CH:8]=[C:7]2[C:3]=1[CH:4]=[CH:5][NH:6]2.C([BH3-])#N.[Na+]>C(O)(=O)C.O>[Cl:1][C:2]1[CH:10]=[CH:9][CH:8]=[C:7]2[C:3]=1[CH2:4][CH2:5][NH:6]2 |f:1.2|. Procedure: To a stirred solution of 4-chloroindole (5 g, 33.0 mmol) in Acetic Acid (50 mL) at 12° C. under nitrogen was added sodium cyanoborohydride (6.84 g, 109 mmol) portionwise. The reaction was stirred at 12° C. for 2 hours. LCMS indicated complete conversion, so the reaction mixture was diluted with water (300 mL), cooled in an ice-bath and quenched with sodium hydroxide pellets portionwise until the mixture was strongly basic. The mixture was then extracted with diethyl ether (3×200 mL) and the comb... The reactants are COC(=O)C(OC(=O)C1(C(=O)O)Oc2ccc(CC(C)N(CC(O)c3cccc(Cl)c3)C(=O)OC(C)(C)C)cc2O1)C(=O)OC, ClCCl, O=C(O)C(F)(F)F. Product: COC(=O)C(OC(=O)C1(C(=O)O)Oc2ccc(CC(C)NCC(O)c3cccc(Cl)c3)cc2O1)C(=O)OC. As a reaction SMILES: [CH3:1][O:2][C:3](=[O:4])[CH:5]([C:6](=[O:7])[O:8][CH3:9])[O:10][C:11](=[O:12])[C:13]1([C:43](=[O:44])[OH:45])[O:14][c:15]2[c:16]([cH:18][cH:19][c:20]([CH2:22][CH:23]([CH3:24])[N:25]([CH2:26][CH:27]([OH:28])[c:29]3[cH:30][c:31]([Cl:35])[cH:32][cH:33][cH:34]3)[C:36]([O:37][C:38]([CH3:39])([CH3:40])[CH3:41])=[O:42])[cH:21]2)[O:17]1.[Cl:53][CH2:54][Cl:55].[OH:46][C:47]([C:48]([F:49])([F:50])[F:51])=[O:52]>>[CH3:1][O:2][C:3](=[O:4])[CH:5]([C:6](=[O:7])[O:8][CH3:9])[O:10][C:11](=[O:12])[C:13]1([C:43](=[O:44])[OH:45])[O:14][c:15]2[c:16]([cH:18][cH:19][c:20]([CH2:22][CH:23]([CH3:24])[NH:25][CH2:26][CH:27]([OH:28])[c:29]3[cH:30][c:31]([Cl:35])[cH:32][cH:33][cH:34]3)[cH:21]2)[O:17]1. Reactants: FC(C(=O)O)(F)F (Trifluoroacetic acid), C(C)(C)(C)OC(=O)N1C[C@H](C[C@H]1CO)OC1=C(C=CC(=C1)F)NC=1C2=C(N=CN1)SC(=C2C)C(=O)N (4-[2-((3S,5S)-1-tert-butoxycarbonyl-5-hydroxymethyl-pyrrolidin-3-yloxy)-4-fluoro-phenylamino]-5-methyl-thieno[2,3-d]pyrimidine-6-carboxylic acid amide), FC(C(=O)O)(F)F (trifluoroacetic acid). Run in ClCCl (dichloromethane). Conditions: time 4 hour. The product is COC(=O)C1=C(C2=C(N=CN=C2NC2=C(C=C(C=C2)F)O[C@@H]2CN[C@@H](C2)CO)S1)C (4-[4-Fluoro-2-((3S,5S)-5-hydroxymethyl-pyrrolidin-3-yloxy)-phenylamino]-5-methyl-thieno[2,3-d]pyrimidine-6-carboxylic acid methyl ester). Reaction SMILES: FC(F)(F)[C:3](O)=[O:4].C(OC([N:15]1[C@H:19]([CH2:20][OH:21])[CH2:18][C@H:17]([O:22][C:23]2[CH:28]=[C:27]([F:29])[CH:26]=[CH:25][C:24]=2[NH:30][C:31]2[C:32]3[C:39]([CH3:40])=[C:38]([C:41](N)=[O:42])[S:37][C:33]=3[N:34]=[CH:35][N:36]=2)[CH2:16]1)=O)(C)(C)C>ClCCl>[CH3:3][O:4][C:41]([C:38]1[S:37][C:33]2[N:34]=[CH:35][N:36]=[C:31]([NH:30][C:24]3[CH:25]=[CH:26][C:27]([F:29])=[CH:28][C:23]=3[O:22][C@H:17]3[CH2:18][C@@H:19]([CH2:20][OH:21])[NH:15][CH2:16]3)[C:32]=2[C:39]=1[CH3:40])=[O:42]. Reported procedure: Trifluoroacetic acid (1 ml) was added to a solution of 4-[2-((3S,5S)-1-tert-butoxycarbonyl-5-hydroxymethyl-pyrrolidin-3-yloxy)-4-fluoro-phenylamino]-5-methyl-thieno[2,3-d]pyrimidine-6-carboxylic acid amide (754 mg) in dichloromethane (10 ml). The reaction mixture was stirred for 4 h and a further aliqout of trifluoroacetic acid was added. The reaction mixture was stirred for 1 h again. The solvent was removed in vacuo. The mixture was diluted with dichloromethane and washed with 10% aq. K2CO3. T... The reactants are Cl.NC1=NC=NC2=CC=C(C=C12)N (4,6-diaminoquinazoline hydrochloride), C(CC)N(CCC)CCC (tripropylamine), N1=CC=CC=C1 (pyridine), resultant mixture, ice water, CC(CC(=O)Cl)(C)C (3,3-dimethylbutyryl chloride). Solvent: C(Cl)(Cl)Cl (chloroform), CO (methanol), CO.C(Cl)(Cl)Cl (methanol chloroform). Conditions: time 2 hour. Product: NC1=NC=NC2=CC=C(C=C12)NC(CC(C)(C)C)=O (4-amino-6-(3,3-dimethylbutyramido)quinazoline). Yield: 64.7%. RXN SMILES: Cl.[NH2:2][C:3]1[C:12]2[C:7](=[CH:8][CH:9]=[C:10]([NH2:13])[CH:11]=2)[N:6]=[CH:5][N:4]=1.C(N(CCC)CCC)CC.N1C=CC=CC=1.[CH3:30][C:31]([CH3:37])([CH3:36])[CH2:32][C:33](Cl)=[O:34]>C(Cl)(Cl)Cl.CO.CO.C(Cl)(Cl)Cl>[NH2:2][C:3]1[C:12]2[C:7](=[CH:8][CH:9]=[C:10]([NH:13][C:33](=[O:34])[CH2:32][C:31]([CH3:37])([CH3:36])[CH3:30])[CH:11]=2)[N:6]=[CH:5][N:4]=1 |f:0.1,7.8|. Procedure details: To a mixture of 4,6-diaminoquinazoline hydrochloride (10.0 g), tripropylamine (17.61 g) and dry pyridine (100 ml) was added dropwise during 35 minutes 3,3-dimethylbutyryl chloride (10.34 g) under ice-cooling. The reaction mixture was stirred for 2 hours at the same temperature. To the resultant mixture was added ice-water. The mixture was stirred for 5 minutes and then concentrated under reduced pressure. To the residue was added water and sodium hydrogen carbonate (13.0 g) little by little to g... Reactants: S(=O)(=O)(C1=CC=C(C)C=C1)N1CC2=CC=CC=C2C(C1)=O (N-tosyl-4-oxo-1,2,3,4-tetrahydroisoquinoline), C(C)OP(OCC)(=O)C(=C)P(OCC)(OCC)=O (ethenylidenebisphosphonic acid tetraethyl ester), C1CCC2=NCCCN2CC1 (DBU), C1CCOC1 (THF). The solvent is C(C)(=O)OCC (ethyl acetate). The product is C(C)OP(OCC)(=O)C(CC1CN(C2=CC=CC=C2C1=O)S(=O)(=O)C1=CC=C(C)C=C1)P(OCC)(OCC)=O ([2-(4-Oxo-1-(tosyl)-1,2,3,4-tetrahydroquinolin-3-yl)ethylidene]bisphosphonic acid tetraethyl ester). Reaction SMILES: [S:1]([N:11]1[CH2:20][C:19](=O)[C:18]2[C:13](=[CH:14][CH:15]=[CH:16][CH:17]=2)[CH2:12]1)([C:4]1[CH:10]=[CH:9][C:7]([CH3:8])=[CH:6][CH:5]=1)(=[O:3])=[O:2].[CH2:22]([O:24][P:25]([C:30]([P:32](=[O:39])([O:36][CH2:37][CH3:38])[O:33][CH2:34][CH3:35])=[CH2:31])(=[O:29])[O:26][CH2:27][CH3:28])[CH3:23].C1CCN2C(=NCCC2)CC1.C1C[O:54]CC1>C(OCC)(=O)C>[CH2:37]([O:36][P:32]([CH:30]([P:25](=[O:29])([O:26][CH2:27][CH3:28])[O:24][CH2:22][CH3:23])[CH2:31][CH:19]1[C:18](=[O:54])[C:13]2[C:12](=[CH:17][CH:16]=[CH:15][CH:14]=2)[N:11]([S:1]([C:4]2[CH:5]=[CH:6][C:7]([CH3:8])=[CH:9][CH:10]=2)(=[O:3])=[O:2])[CH2:20]1)(=[O:39])[O:33][CH2:34][CH3:35])[CH3:38]. Procedure: The ketone (II, 4.27 g), ethenylidenebisphosphonic acid tetraethyl ester (I, 3.60 g) and DBU (2 ml) are stirred in THF (30 ml) for 1 hour. The reaction is diluted with ethyl acetate, washed with hydrochloric acid (IN), saturated sodium bicarbonate, and saline, dried with magnesium sulfate, and concentrated under reduced pressure. The product is chromatographed eluting with ethyl acetate/ethyl acetate-acetone 1/1) to give the title compound, MS (m/e) 601, 446, 400, 372 and 155; IR (neat) 2983, 16... Reactants: CO, COC(=O)C(C)(C)C(O)(CC(C)C)c1ccc2c(cnn2-c2ccc(F)cc2)c1, O, O=S(=O)(O)O. The product is COC(=O)C(C)(C)C(=CC(C)C)c1ccc2c(cnn2-c2ccc(F)cc2)c1. Reaction SMILES: [CH3:35][OH:36].[F:1][c:2]1[cH:3][cH:4][c:5](-[n:8]2[n:9][cH:10][c:11]3[cH:12][c:13]([C:17]([C:18]([C:19](=[O:20])[O:21][CH3:22])([CH3:23])[CH3:24])([CH2:25][CH:26]([CH3:27])[CH3:28])[OH:29])[cH:14][cH:15][c:16]23)[cH:6][cH:7]1.[OH2:37].[S:30](=[O:31])(=[O:32])([OH:33])[OH:34]>>[F:1][c:2]1[cH:3][cH:4][c:5](-[n:8]2[n:9][cH:10][c:11]3[cH:12][c:13]([C:17]([C:18]([C:19](=[O:20])[O:21][CH3:22])([CH3:23])[CH3:24])=[CH:25][CH:26]([CH3:27])[CH3:28])[cH:14][cH:15][c:16]23)[cH:6][cH:7]1. Starting materials: NCC1=CC=C(C(=O)O)C=C1 (4-aminomethylbenzoic acid), S(=O)(Cl)Cl (thionyl chloride), CO (methanol), CO (methanol). Conditions: temperature -30 celsius, time 1 hour. Yields the product Cl.NCC1=CC=C(C(=O)OC)C=C1 (methyl 4-aminomethylbenzoate hydrochloride). RXN SMILES: S(Cl)([Cl:3])=O.[NH2:5][CH2:6][C:7]1[CH:15]=[CH:14][C:10]([C:11]([OH:13])=[O:12])=[CH:9][CH:8]=1.[CH3:16]O>>[ClH:3].[NH2:5][CH2:6][C:7]1[CH:8]=[CH:9][C:10]([C:11]([O:13][CH3:16])=[O:12])=[CH:14][CH:15]=1 |f:3.4|. Procedure details: 3.3 cm3 of thionyl chloride are added over 10 minutes to 30 cm3 of methanol cooled to a temperature in the region of -30° C. Stirring is maintained for 30 minutes at a temperature in the region of -23° C. and then 4.7 g of 4-aminomethylbenzoic acid are added. The mixture is left to return to a temperature in the region of 20° C. over 1 hour. The mixture is treated with 15 cm3 of methanol and stirring is maintained for 15 hours at a temperature in the region of 20° C. The solid is separated by fi... Conditions: time 2 hour. Reaction SMILES: [CH:1]1([C:8]2[S:12][C:11]([N:13]3[CH:18]([OH:19])[CH2:17][CH2:16][N:15]([CH3:20])[C:14]3=[O:21])=[N:10][N:9]=2)[CH2:7][CH2:6][CH2:5][CH2:4][CH2:3][CH2:2]1.[C:22](OC(=O)C)(=[O:24])[CH3:23].C1(C)C(S(O)(=O)=O)=CC=CC=1>C1C=CC=CC=1>[CH:1]1([C:8]2[S:12][C:11]([N:13]3[CH:18]([O:19][C:22](=[O:24])[CH3:23])[CH2:17][CH2:16][N:15]([CH3:20])[C:14]3=[O:21])=[N:10][N:9]=2)[CH2:2][CH2:3][CH2:4][CH2:5][CH2:6][CH2:7]1. Reported procedure: Tetrahydro-1-(5-cycloheptyl-1,3,4-thiadiazol-2-yl)-3-methyl-6-hydroxy-2(1H)-pyrimidinone (0.1 mole), acetic anhydride (0.11 mole), toluenesulfonic acid (0.05 gram) and benzene (100 ml) are charged into a glass reaction vessel equipped with a mechanical stirrer and thermometer. The reaction mixture is heated on a steam bath with stirring for a period of about 2 hours. After this time the reaction mixture is cooled to room temperature and is stripped of solvent under reduced pressure leaving a res... Product: C1(CCCCCC1)C1=NN=C(S1)N1C(N(CCC1OC(C)=O)C)=O (tetrahydro-1-(5-cycloheptyl-1,3,4-thiadiazol-2-yl)-3-methyl-6-acetyloxy-2(1H)-pyrimidinone). Solvent: C1=CC=CC=C1 (benzene). Reactants: C1(CCCCCC1)C1=NN=C(S1)N1C(N(CCC1O)C)=O (Tetrahydro-1-(5-cycloheptyl-1,3,4-thiadiazol-2-yl)-3-methyl-6-hydroxy-2(1H)-pyrimidinone), C(C)(=O)OC(C)=O (acetic anhydride), C=1(C(=CC=CC1)S(=O)(=O)O)C (toluenesulfonic acid). The reactants are CCOC(=O)Cc1ccc(OC)c(-c2ccc(C(F)(F)F)cc2CSc2ccccc2)c1, CO, [Li+], [OH-]. The product is COc1ccc(CC(=O)O)cc1-c1ccc(C(F)(F)F)cc1CSc1ccccc1. As a reaction SMILES: [CH2:1]([CH3:2])[O:3][C:4]([CH2:5][c:6]1[cH:7][c:8](-[c:14]2[c:15]([CH2:24][S:25][c:26]3[cH:27][cH:28][cH:29][cH:30][cH:31]3)[cH:16][c:17]([C:20]([F:21])([F:22])[F:23])[cH:18][cH:19]2)[c:9]([O:12][CH3:13])[cH:10][cH:11]1)=[O:32].[CH3:35][OH:36].[Li+:33].[OH-:34]>>[O:3]=[C:4]([CH2:5][c:6]1[cH:7][c:8](-[c:14]2[c:15]([CH2:24][S:25][c:26]3[cH:27][cH:28][cH:29][cH:30][cH:31]3)[cH:16][c:17]([C:20]([F:21])([F:22])[F:23])[cH:18][cH:19]2)[c:9]([O:12][CH3:13])[cH:10][cH:11]1)[OH:32]. Reactants: O=C([O-])[O-], O=[N+]([O-])c1cc(-c2nn[nH]n2)cc(OCc2ccccc2)c1OCc1ccccc1, CC#N, FC(F)(F)c1ccc(Cl)nc1, ClCCl, [K+], [K+]. Product: O=[N+]([O-])c1cc(-c2nnn(-c3ccc(C(F)(F)F)cn3)n2)cc(OCc2ccccc2)c1OCc1ccccc1. As a reaction SMILES: [C:42](=[O:43])([O-:44])[O-:45].[CH2:12]([c:13]1[cH:14][cH:15][cH:16][cH:17][cH:18]1)[O:19][c:20]1[cH:21][c:22](-[c:37]2[n:38][n:39][nH:40][n:41]2)[cH:23][c:24]([N+:34](=[O:35])[O-:36])[c:25]1[O:26][CH2:27][c:28]1[cH:29][cH:30][cH:31][cH:32][cH:33]1.[CH3:48][C:49]#[N:50].[Cl:1][c:2]1[n:3][cH:4][c:5]([C:8]([F:9])([F:10])[F:11])[cH:6][cH:7]1.[Cl:51][CH2:52][Cl:53].[K+:46].[K+:47]>>[c:2]1(-[n:40]2[n:39][n:38][c:37](-[c:22]3[cH:21][c:20]([O:19][CH2:12][c:13]4[cH:14][cH:15][cH:16][cH:17][cH:18]4)[c:25]([O:26][CH2:27][c:28]4[cH:29][cH:30][cH:31][cH:32][cH:33]4)[c:24]([N+:34](=[O:35])[O-:36])[cH:23]3)[n:41]2)[n:3][cH:4][c:5]([C:8]([F:9])([F:10])[F:11])[cH:6][cH:7]1.